Dataset: the Open Reaction Database (ORD), a public repository of structured organic reaction records. Task: describe an organic reaction: reactants, conditions, products, and yield Starting materials: COC([C@@H](NC(C1=CC(=CC=C1)N1C(C=CC1=O)=O)=O)CC1=CC(I)=C(C(I)=C1)OC1=CC(I)=C(C(I)=C1)O)=O (m-maleimidobenzoyl thyroxine methyl ester), C1(C=CC(N1C=1C=C(C(=O)O)C=CC1)=O)=O (m-Maleimidobenzoic acid), S(=O)(Cl)Cl (thionyl chloride). Yields the product C1(C=CC(N1C=1C=C(C(=O)Cl)C=CC1)=O)=O (m-maleimidobenzoyl chloride). Procedure: Preparation of m-maleimidobenzoyl thyroxine methyl ester (as described by Monji, N., Malkus, H, and Castro, A., Biochem. Biophys. Res. Commun., 1978, 85, 671-677). m-Maleimidobenzoic acid (225 mg, 1.06 mmol) was dissolved in 4 mL of thionyl chloride and refluxed for 30 minutes. Removal of excess thionyl chloride under reduced pressure afforded m-maleimidobenzoyl chloride as a pale yellow solid. The acid chloride (220 mg dissolved in 10 mL of tetrahydrofuran) was added dropwise to a stirred suspe... Reaction SMILES: COC(=O)[C@H](CC1C=C(I)C(OC2C=C(I)C(O)=C(I)C=2)=C(I)C=1)N[C:6](=[O:20])[C:7]1[CH:12]=[CH:11][CH:10]=[C:9]([N:13]2[C:17](=[O:18])[CH:16]=[CH:15][C:14]2=[O:19])[CH:8]=1.C1(=O)N(C2C=C(C=CC=2)C(O)=O)C(=O)C=C1.S(Cl)([Cl:59])=O>>[C:17]1(=[O:18])[N:13]([C:9]2[CH:8]=[C:7]([CH:12]=[CH:11][CH:10]=2)[C:6]([Cl:59])=[O:20])[C:14](=[O:19])[CH:15]=[CH:16]1. The reactants are FC1=CC(=C(C=C1)[N+](=O)[O-])OC (4-fluoro-2-methoxy-1-nitro-benzene), NCCCN1CCCC1 (1-(3-aminopropyl)pyrrolidine), C(C)(C)N(CC)C(C)C (diisopropyethylamine). The solvent is O1CCOCC1 (dioxane). Run at temperature 95 celsius, time 24 hour. The product is COC=1C=C(C=CC1[N+](=O)[O-])NCCCN1CCCC1 ((3-methoxy-4-nitro-phenyl)-(3-pyrrolidin-1-yl-propyl)-amine). As a reaction SMILES: F[C:2]1[CH:7]=[CH:6][C:5]([N+:8]([O-:10])=[O:9])=[C:4]([O:11][CH3:12])[CH:3]=1.[NH2:13][CH2:14][CH2:15][CH2:16][N:17]1[CH2:21][CH2:20][CH2:19][CH2:18]1.C(N(C(C)C)CC)(C)C>O1CCOCC1>[CH3:12][O:11][C:4]1[CH:3]=[C:2]([NH:13][CH2:14][CH2:15][CH2:16][N:17]2[CH2:21][CH2:20][CH2:19][CH2:18]2)[CH:7]=[CH:6][C:5]=1[N+:8]([O-:10])=[O:9]. Procedure: 1 g (5.884 mmol) 4-fluoro-2-methoxy-1-nitro-benzene, 975 mg (7.369 mmol) 1-(3-aminopropyl)pyrrolidine and 1.5 ml (8.765 mmol) diisopropyethylamine are dissolved in 5 ml dioxane and stirred for 24 h at 95° C. The solvents are eliminated in vacuo and the crude product is purified by column chromatography. The carrier used is silica gel and the eluant used is dichloromethane, to which 15% of a mixture of 90% methanol and 10% saturated aqueous ammonia solution has been added. Reactants: C=COCC1CCC(CC#N)CC1, ClCCl, Cl, C1COCCO1, O. The product is N#CCC1CCC(CO)CC1. RXN SMILES: [CH:1](=[CH2:2])[O:3][CH2:4][CH:5]1[CH2:6][CH2:7][CH:8]([CH2:11][C:12]#[N:13])[CH2:9][CH2:10]1.[Cl:16][CH2:17][Cl:18].[ClH:14].[O:19]1[CH2:20][CH2:21][O:22][CH2:23][CH2:24]1.[OH2:15]>>[OH:3][CH2:4][CH:5]1[CH2:6][CH2:7][CH:8]([CH2:11][C:12]#[N:13])[CH2:9][CH2:10]1. Starting materials: O=C(O)c1cc2cc(Cl)ccc2[nH]1, Cl, NC(Cc1ccc(Cl)cc1)C(=O)N1CCC(O)CC1. The product is O=C(NC(Cc1ccc(Cl)cc1)C(=O)N1CCC(O)CC1)c1cc2cc(Cl)ccc2[nH]1. As a reaction SMILES: [Cl:21][c:22]1[cH:23][c:24]2[cH:25][c:26]([C:31](=[O:32])[OH:33])[nH:27][c:28]2[cH:29][cH:30]1.[ClH:1].[NH2:2][CH:3]([C:4](=[O:5])[N:6]1[CH2:7][CH2:8][CH:9]([OH:12])[CH2:10][CH2:11]1)[CH2:13][c:14]1[cH:15][cH:16][c:17]([Cl:20])[cH:18][cH:19]1>>[NH:2]([CH:3]([C:4](=[O:5])[N:6]1[CH2:7][CH2:8][CH:9]([OH:12])[CH2:10][CH2:11]1)[CH2:13][c:14]1[cH:15][cH:16][c:17]([Cl:20])[cH:18][cH:19]1)[C:31]([c:26]1[cH:25][c:24]2[cH:23][c:22]([Cl:21])[cH:30][cH:29][c:28]2[nH:27]1)=[O:32]. The reactants are CO, NCCO, COC(=O)C1CC(=O)N(Cc2ccccc2)C1. Yields the product O=C(NCCO)C1CC(=O)N(Cc2ccccc2)C1. RXN SMILES: [CH3:22][OH:23].[NH2:18][CH2:19][CH2:20][OH:21].[O:1]=[C:2]1[CH2:3][CH:4]([C:14]([O:16][CH3:15])=[O:17])[CH2:5][N:6]1[CH2:7][c:8]1[cH:9][cH:10][cH:11][cH:12][cH:13]1>>[O:1]=[C:2]1[CH2:3][CH:4]([C:14](=[O:16])[NH:18][CH2:19][CH2:20][OH:21])[CH2:5][N:6]1[CH2:7][c:8]1[cH:9][cH:10][cH:11][cH:12][cH:13]1.